Dataset: the Open Reaction Database (ORD), a public repository of structured organic reaction records. Task: describe an organic reaction: reactants, conditions, products, and yield Reactants: [N+](=O)([O-])C=1C=C(C=CC1)C1=NNC(C2=C1N=CC=C2)=O (8-(3-nitrophenyl)-pyrido[2,3-d]pyridazin-5-one), [H-].[Na+] (sodium hydride), Cl.N1=CC=C(C=C1)CCl (4-picolyl chloride hydrochloride), C([O-])([O-])=O.[K+].[K+] (potassium carbonate). Run in CN1C(CCC1)=O (1-methyl-2-pyrrolidone), C1(=CC=CC=C1)C (toluene). Reaction conditions: temperature 65 celsius, time 17 hour. Product: N1=CC=C(C=C1)CN1N=C(C2=C(C1=O)C=CC=N2)C2=CC(=CC=C2)[N+](=O)[O-] (6-(4-pyridylmethyl)-8-(3-nitro-phenyl)-pyrido[2,3-d]pyridazin-5-one). The yield is 52.8%. RXN SMILES: [N+:1]([C:4]1[CH:5]=[C:6]([C:10]2[C:15]3[N:16]=[CH:17][CH:18]=[CH:19][C:14]=3[C:13](=[O:20])[NH:12][N:11]=2)[CH:7]=[CH:8][CH:9]=1)([O-:3])=[O:2].[H-].[Na+].Cl.[N:24]1[CH:29]=[CH:28][C:27]([CH2:30]Cl)=[CH:26][CH:25]=1.C(=O)([O-])[O-].[K+].[K+]>CN1CCCC1=O.C1(C)C=CC=CC=1>[N:24]1[CH:29]=[CH:28][C:27]([CH2:30][N:12]2[C:13](=[O:20])[C:14]3[CH:19]=[CH:18][CH:17]=[N:16][C:15]=3[C:10]([C:6]3[CH:7]=[CH:8][CH:9]=[C:4]([N+:1]([O-:3])=[O:2])[CH:5]=3)=[N:11]2)=[CH:26][CH:25]=1 |f:1.2,3.4,5.6.7|. Reported procedure: 8-(3-nitrophenyl)-pyrido[2,3-d]pyridazin-5-one (5.12 g, 19.1 moles), sodium hydride (50% in oil, 1 g, 20.1 moles) were mixed in 100 mL of 1-methyl-2-pyrrolidone and the mixture heated to 65° C. In a separatory funnel, 4-picolyl chloride hydrochloride (4.5 g, 27.4 mmoles), 20 mL of saturated potassium carbonate and 75 mL of toluene are mixed. After separation, the toluene solution was added to the reaction mixture dropwise over the period of 1 hour. The reaction mixture was diluted with water (25... Reactants: CN(CCC#N)CCCc1c[nH]c2ccccc12, N, C1COCCO1. Yields the product CN(CCCN)CCCc1c[nH]c2ccccc12. Reaction SMILES: [C:1](#[N:2])[CH2:3][CH2:4][N:5]([CH3:6])[CH2:7][CH2:8][CH2:9][c:10]1[cH:11][nH:12][c:13]2[cH:14][cH:15][cH:16][cH:17][c:18]12.[NH3:19].[O:20]1[CH2:21][CH2:22][O:23][CH2:24][CH2:25]1>>[CH2:1]([NH2:2])[CH2:3][CH2:4][N:5]([CH3:6])[CH2:7][CH2:8][CH2:9][c:10]1[cH:11][nH:12][c:13]2[cH:14][cH:15][cH:16][cH:17][c:18]12. Reactants: C#CCCCCC#N, CN(C)C=O, CC(C)NC(C)C, [I-], Nc1nc(I)nc2c1ncn2C1OC(CO)C(O)C1O. The product is N#CCCCCC#Cc1nc(N)c2ncn(C3OC(CO)C(O)C3O)c2n1. As a reaction SMILES: [C:28](#[N:29])[CH2:30][CH2:31][CH2:32][CH2:33][C:34]#[CH:35].[CH3:37][N:38]([CH3:39])[CH:40]=[O:41].[CH:21]([NH:22][CH:23]([CH3:24])[CH3:25])([CH3:26])[CH3:27].[I-:36].[I:1][c:2]1[n:3][c:4]([NH2:20])[c:5]2[n:6][cH:7][n:8]([CH:9]3[CH:10]([OH:11])[CH:12]([OH:13])[CH:14]([CH2:15][OH:16])[O:17]3)[c:18]2[n:19]1>>[c:2]1([C:35]#[C:34][CH2:33][CH2:32][CH2:31][CH2:30][C:28]#[N:29])[n:3][c:4]([NH2:20])[c:5]2[n:6][cH:7][n:8]([CH:9]3[CH:10]([OH:11])[CH:12]([OH:13])[CH:14]([CH2:15][OH:16])[O:17]3)[c:18]2[n:19]1. The reactants are BrCCCOc1cccc(-c2noc3ccsc23)c1, O=C([O-])[O-], CC#N, NCc1ccc(C(F)(F)F)cc1, [K+], [K+]. Product: FC(F)(F)c1ccc(CNCCCOc2cccc(-c3noc4ccsc34)c2)cc1. RXN SMILES: [Br:1][CH2:2][CH2:3][CH2:4][O:5][c:6]1[cH:7][c:8](-[c:12]2[n:13][o:14][c:15]3[c:16]2[s:17][cH:18][cH:19]3)[cH:9][cH:10][cH:11]1.[C:20](=[O:21])([O-:22])[O-:23].[CH3:38][C:39]#[N:40].[F:26][C:27]([c:28]1[cH:29][cH:30][c:31]([CH2:32][NH2:33])[cH:34][cH:35]1)([F:36])[F:37].[K+:24].[K+:25]>>[CH2:2]([CH2:3][CH2:4][O:5][c:6]1[cH:7][c:8](-[c:12]2[n:13][o:14][c:15]3[c:16]2[s:17][cH:18][cH:19]3)[cH:9][cH:10][cH:11]1)[NH:33][CH2:32][c:31]1[cH:30][cH:29][c:28]([C:27]([F:26])([F:36])[F:37])[cH:35][cH:34]1.